Dataset: the Open Reaction Database (ORD), a public repository of structured organic reaction records. Task: describe an organic reaction: reactants, conditions, products, and yield Reactants: C1(CC1)[C@H](N1C(O[C@](CC1)(C1=CC=CC=C1)CC(C)(C)O)=O)C1=CC=C(C=C1)B1OC(C(O1)(C)C)(C)C (3-{(S)-cyclopropyl-[4-(4,4,5,5-tetramethyl-[1,3,2]dioxaborolan-2-yl)-phenyl]-methyl}-(S)-6-(2-hydroxy-2-methyl-propyl)-6-phenyl-[1,3]oxazinan-2-one), BrC1=CC=C(C=C1)[C@@H](N1C(O[C@](CC1)(C1=CC=CC=C1)CC(C)(C)O)=O)C1CC1 (3-[(S)-(4-bromo-phenyl)-cyclopropyl-methyl]-(S)-6-(2-hydroxy-2-methyl-propyl)-6-phenyl-[1,3]oxazinan-2-one), BrC=1C=NC(=NC1)C (5-bromo-2-methyl-pyrimidine). Yields the product C1(CC1)[C@H](N1C(O[C@](CC1)(C1=CC=CC=C1)CC(C)(C)O)=O)C1=CC=C(C=C1)C=1C=NC(=NC1)C (3-{(S)-Cyclopropyl-[4-(2-methyl-pyrimidin-5-yl)-phenyl]methyl}-(S)-6-(2-hydroxy-2-methyl-propyl)-6-phenyl-[1,3]oxazinan-2-one). Reaction SMILES: C1([C@@H](C2C=CC(B3OC(C)(C)C(C)(C)O3)=CC=2)N2CC[C@](CC(O)(C)C)(C3C=CC=CC=3)OC2=O)CC1.Br[C:39]1[CH:44]=[CH:43][C:42]([C@H:45]([CH:64]2[CH2:66][CH2:65]2)[N:46]2[CH2:51][CH2:50][C@:49]([CH2:58][C:59]([OH:62])([CH3:61])[CH3:60])([C:52]3[CH:57]=[CH:56][CH:55]=[CH:54][CH:53]=3)[O:48][C:47]2=[O:63])=[CH:41][CH:40]=1.Br[C:68]1[CH:69]=[N:70][C:71]([CH3:74])=[N:72][CH:73]=1>>[CH:64]1([C@@H:45]([C:42]2[CH:43]=[CH:44][C:39]([C:68]3[CH:69]=[N:70][C:71]([CH3:74])=[N:72][CH:73]=3)=[CH:40][CH:41]=2)[N:46]2[CH2:51][CH2:50][C@:49]([CH2:58][C:59]([OH:62])([CH3:61])[CH3:60])([C:52]3[CH:57]=[CH:56][CH:55]=[CH:54][CH:53]=3)[O:48][C:47]2=[O:63])[CH2:66][CH2:65]1. Procedure details: The title compound was prepared from 3-{(S)-cyclopropyl-[4-(4,4,5,5-tetramethyl-[1,3,2]dioxaborolan-2-yl)-phenyl]-methyl}-(S)-6-(2-hydroxy-2-methyl-propyl)-6-phenyl-[1,3]oxazinan-2-one {prepared in analogy to the intermediate in Example 3 from 3-[(S)-(4-bromo-phenyl)-cyclopropyl-methyl]-(S)-6-(2-hydroxy-2-methyl-propyl)-6-phenyl-[1,3]oxazinan-2-one} and 5-bromo-2-methyl-pyrimidine following a procedure analogous to that described in Example 3. LC-MS (Method 1): tR=3.28 min; Mass spectrum (ESI+):... The reactants are C1(CC1)N1C=C(C(C2=CC(=C(C(=C12)F)N1CC(C1)(NC(C(F)(F)F)=O)C)F)=O)C(=O)O (1-cyclopropyl-6,8-difluoro-1,4-dihydro-7-(3-methyl-3-trifluoroacetamido-1-azetidinyl)-4-oxo-3-quinolinecarboxylic acid). Solvent: [OH-].[Na+] (sodium hydroxide), C(C)O (ethanol). Yields the product C1(CC1)N1C=C(C(C2=CC(=C(C(=C12)F)N1CC(C1)(N)C)F)=O)C(=O)O (1-cyclopropyl-6,8-difluoro-1,4-dihydro-7-(3-methyl-3-amino-1-azetidinyl)-4-oxo-3-quinolinecarboxylic acid). Isolated yield 55.7%. Reaction SMILES: [CH:1]1([N:4]2[C:13]3[C:8](=[CH:9][C:10]([F:27])=[C:11]([N:15]4[CH2:18][C:17]([CH3:26])([NH:19]C(=O)C(F)(F)F)[CH2:16]4)[C:12]=3[F:14])[C:7](=[O:28])[C:6]([C:29]([OH:31])=[O:30])=[CH:5]2)[CH2:3][CH2:2]1>[OH-].[Na+].C(O)C>[CH:1]1([N:4]2[C:13]3[C:8](=[CH:9][C:10]([F:27])=[C:11]([N:15]4[CH2:16][C:17]([CH3:26])([NH2:19])[CH2:18]4)[C:12]=3[F:14])[C:7](=[O:28])[C:6]([C:29]([OH:31])=[O:30])=[CH:5]2)[CH2:2][CH2:3]1 |f:1.2|. Procedure details: A solution of 0.8 g (1.8 mmoles) of 1-cyclopropyl-6,8-difluoro-1,4-dihydro-7-(3-methyl-3-trifluoroacetamido-1-azetidinyl)-4-oxo-3-quinolinecarboxylic acid (example 11) in a mixture of 10 ml of 1N sodium hydroxide and 2 ml of ethanol is refluxed for 3 hours. It is evaporated under vacuum and acetic acid is added. The product is filtered and washed with water and ethanol. 0.35 g (55%) of 1-cyclopropyl-6,8-difluoro-1,4-dihydro-7-(3-methyl-3-amino-1-azetidinyl)-4-oxo-3-quinolinecarboxylic acid are o... Reactants: CC=1N=C(N2N=C(N=CC21)SC)C2=CC=CC=C2 (5-methyl-2-(methylthio)-7-phenylimidazo[5,1-f][1,2,4]triazine), CC=1N=C(N2N=C(N=CC21)S(=O)(=O)C)C2=CC=CC=C2 (5-Methyl-2-(methylsulfonyl)-7-phenylimidazo[5,1-f][1,2,4]triazine), C(C)(=O)N1CCC2=CC(=CC=C12)N (1-acetyl-5-amino-2,3-dihydro-(1h)-indole). Solvent: C(C)O (ethanol). Yields the product C(C)(=O)N1CCC2=CC(=CC=C12)NC1=NN2C(C=N1)=C(N=C2C2=CC=CC=C2)C (N-(1-acetyl-2,3-dihydro-1H-indol-5-yl)-5-methyl-7-phenylimidazo[5,1-f][1,2,4]triazin-2-amine). Isolated yield 30.6%. RXN SMILES: [CH3:1][C:2]1[N:3]=[C:4]([C:13]2[CH:18]=[CH:17][CH:16]=[CH:15][CH:14]=2)[N:5]2[C:10]=1[CH:9]=[N:8][C:7](SC)=[N:6]2.CC1N=C(C2C=CC=CC=2)N2C=1C=NC(S(C)(=O)=O)=N2.[C:39]([N:42]1[C:50]2[C:45](=[CH:46][C:47]([NH2:51])=[CH:48][CH:49]=2)[CH2:44][CH2:43]1)(=[O:41])[CH3:40]>C(O)C>[C:39]([N:42]1[C:50]2[C:45](=[CH:46][C:47]([NH:51][C:7]3[N:8]=[CH:9][C:10]4=[C:2]([CH3:1])[N:3]=[C:4]([C:13]5[CH:18]=[CH:17][CH:16]=[CH:15][CH:14]=5)[N:5]4[N:6]=3)=[CH:48][CH:49]=2)[CH2:44][CH2:43]1)(=[O:41])[CH3:40]. Reported procedure: Applying the displacement procedure, using 5-methyl-2-(methylthio)-7-phenylimidazo[5,1-f][1,2,4]triazine (Intermediate 72) (50 mg, 0.17 mmol), 1-acetyl-5-amino-2,3-dihydro-(1h)-indole (30.5 mg, 0.17 mmol) and ethanol (2.5 mL) to afford N-(1-acetyl-2,3-dihydro-1H-indol-5-yl)-5-methyl-7-phenylimidazo[5,1-f][1,2,4]triazin-2-amine (20 mg) as a yellow solid. MS m/z 385 (M+1). The reactants are C=CCI, [H-], [Na+], CN(C)C=O, COC(=O)c1cccc(O)c1. Product: C=CCOc1cccc(C(=O)OC)c1. RXN SMILES: [CH2:12]([CH:13]=[CH2:14])[I:15].[H-:16].[Na+:17].[O:18]=[CH:19][N:20]([CH3:21])[CH3:22].[OH:1][c:2]1[cH:3][c:4]([C:5](=[O:6])[O:7][CH3:8])[cH:9][cH:10][cH:11]1>>[O:1]([c:2]1[cH:3][c:4]([C:5](=[O:6])[O:7][CH3:8])[cH:9][cH:10][cH:11]1)[CH2:14][CH:13]=[CH2:12]. Starting materials: N[C@@H](CC(=O)O)C(=O)O (aspartic acid), C(\C=C\C(=O)[O-])(=O)[O-].[NH4+].[NH4+] (ammonium fumarate), [Ca] (calcium). The product is C(\C=C\C(=O)[O-])(=O)[O-].[Ca+2] (calcium fumarate). As a reaction SMILES: N[C@H:2]([C:7]([OH:9])=[O:8])[CH2:3][C:4]([OH:6])=[O:5].C([O-])(=O)/C=C/C([O-])=O.[NH4+].[NH4+].[Ca:20]>>[C:7]([O-:9])(=[O:8])/[CH:2]=[CH:3]/[C:4]([O-:6])=[O:5].[Ca+2:20] |f:1.2.3,5.6|. Reported procedure: A process for the preparation of aspartic acid via a fermentation process for the preparation of ammonium fumarate, wherein the pH of the fermentation broth is controlled by the addition of a calcium base to produce a calcium fumarate precipitate, characterised in that ammonium fumarate is produced by separating said precipitated calcium fumarate from said fermentation broth, and reacting said precipitate with a reagent selected from ammonia, ammonium carbonate, ammonia in combination with CO2 a...